This data is from the Open Reaction Database (ORD), a public repository of structured organic reaction records. The task is: describe an organic reaction: reactants, conditions, products, and yield The reactants are C(#N)[C@H]1N(CCC1)C(=O)[C@H]1N([C@H]2C(C[C@@H]1C2)=O)C(=O)OC(C)(C)C (tert-Butyl (1R,3S,4S)-3-{[(2S)-2-cyano-1-pyrrolidinyl]carbonyl}-6-oxo-2-azabicyclo[2.2.1]heptane-2-carboxylate), [BH4-].[Na+] (sodium borohydride), C(CC(O)(C(=O)O)CC(=O)O)(=O)O (citric acid). The solvent is CO (methanol). Reaction conditions: temperature 0 celsius, time 1 hour. Yields the product C(#N)[C@H]1N(CCC1)C(=O)[C@H]1N([C@H]2[C@H](C[C@@H]1C2)O)C(=O)OC(C)(C)C (tert-Butyl (1R,3S,4S,6S)-3-{[(2S)-2-cyano-1-pyrrolidinyl]carbonyl}-6-hydroxy-2-azabicyclo[2.2.1]heptane-2-carboxylate). Yield: 101.9%. RXN SMILES: [C:1]([C@@H:3]1[CH2:7][CH2:6][CH2:5][N:4]1[C:8]([C@@H:10]1[C@H:15]2[CH2:16][C@H:12]([C:13](=[O:17])[CH2:14]2)[N:11]1[C:18]([O:20][C:21]([CH3:24])([CH3:23])[CH3:22])=[O:19])=[O:9])#[N:2].[BH4-].[Na+].C(O)(=O)CC(CC(O)=O)(C(O)=O)O>CO>[C:1]([C@@H:3]1[CH2:7][CH2:6][CH2:5][N:4]1[C:8]([C@@H:10]1[C@H:15]2[CH2:16][C@H:12]([C@@H:13]([OH:17])[CH2:14]2)[N:11]1[C:18]([O:20][C:21]([CH3:24])([CH3:23])[CH3:22])=[O:19])=[O:9])#[N:2] |f:1.2|. Reported procedure: To a solution of tert-butyl (1R,3S,4S)-3-{[(2S)-2-cyano-1-pyrrolidinyl]carbonyl}-6-oxo-2-azabicyclo[2.2.1]heptane-2-carboxylate obtained in Example 22-1 (80 mg) in methanol (8 mL), was added sodium borohydride (1 mg). The mixture was stirred at 0° C. for 1 hr. To the reaction mixture, was added citric acid solution. The mixture was extracted with ethyl acetate. The combined organic phase was washed with brine, dried over sodium sulfate, and evaporated in vacuo. The residue was triturated with et... Reactants: CNCC1=CC=C(O1)CSCCN (2-[[[5-(methylamino)methyl-2-furanyl]methyl]thio]ethanamine), CNC(=C[N+](=O)[O-])SC (N-methyl-1-methylthio-2-nitroetheneamine), CC(=O)C (Acetone). Solvent: O (water). Conditions: time 8 hour. The product is CNC(C[N+](=O)[O-])SC (N-Methyl-1-methylthio-2-nitroethanamine). As a reaction SMILES: CNCC1OC(CSCCN)=CC=1.[CH3:14][NH:15][C:16]([S:21][CH3:22])=[CH:17][N+:18]([O-:20])=[O:19].CC(C)=O>O>[CH3:14][NH:15][CH:16]([S:21][CH3:22])[CH2:17][N+:18]([O-:20])=[O:19]. Reported procedure: A solution of 2-[[[5-(methylamino)methyl-2-furanyl]methyl]thio]ethanamine (10 g, 0.05 mole) and N-methyl-1-methylthio-2-nitroetheneamine (7.4 g) in water (25 ml) was stirred at 50° for 2 hr. Acetone (350 ml) was added and the solvent was removed by distillation at atmospheric pressure until 275 ml of distillate had been collected. Ethanolic hydrogen chloride (2M; 27.5 ml) was added to the residue and the solution was stirred overnight at room temperature. The product (11.0 g) m.p. 161°, was coll... Starting materials: CC(C)(C)OC(=O)N1CCN(c2ccc(N)cn2)CC1, CS(C)=O, CCN(C(C)C)C(C)C, Cc1ccc(-n2nc(C3(C)CC3)cc2NC(=O)OCC(Cl)(Cl)Cl)cc1, O. Yields the product Cc1ccc(-n2nc(C3(C)CC3)cc2NC(=O)Nc2ccc(N3CCN(C(=O)OC(C)(C)C)CC3)nc2)cc1. Reaction SMILES: [C:1]([CH3:2])([CH3:3])([CH3:4])[O:5][C:6](=[O:7])[N:8]1[CH2:9][CH2:10][N:11]([c:14]2[n:15][cH:16][c:17]([NH2:20])[cH:18][cH:19]2)[CH2:12][CH2:13]1.[CH3:56][S:57]([CH3:58])=[O:59].[CH:46]([N:47]([CH:48]([CH3:49])[CH3:50])[CH2:51][CH3:52])([CH3:53])[CH3:54].[Cl:21][C:22]([Cl:23])([Cl:43])[CH2:44][O:24][C:25]([NH:26][c:27]1[n:28](-[c:36]2[cH:37][cH:38][c:39]([CH3:42])[cH:40][cH:41]2)[n:29][c:30]([C:32]2([CH3:35])[CH2:33][CH2:34]2)[cH:31]1)=[O:45].[OH2:55]>>[C:1]([CH3:2])([CH3:3])([CH3:4])[O:5][C:6](=[O:7])[N:8]1[CH2:9][CH2:10][N:11]([c:14]2[n:15][cH:16][c:17]([NH:20][C:25](=[O:24])[NH:26][c:27]3[n:28](-[c:36]4[cH:37][cH:38][c:39]([CH3:42])[cH:40][cH:41]4)[n:29][c:30]([C:32]4([CH3:35])[CH2:33][CH2:34]4)[cH:31]3)[cH:18][cH:19]2)[CH2:12][CH2:13]1. The reactants are CC1=NC2=CC(=CC=C2C(=C1)N1CCCC1)O (2-methyl-4-pyrrolidin-1-yl-quinolin-7-ol), BrC1=CC=C(C#N)C=C1 (4-bromobenzonitrile). Product: CC1=NC2=CC(=CC=C2C(=C1)N1CCCC1)OC1=CC=C(C#N)C=C1 (4-(2-methyl-4-pyrrolidin-1-yl-quinolin-7-yloxy)-benzonitrile). RXN SMILES: [CH3:1][C:2]1[CH:11]=[C:10]([N:12]2[CH2:16][CH2:15][CH2:14][CH2:13]2)[C:9]2[C:4](=[CH:5][C:6]([OH:17])=[CH:7][CH:8]=2)[N:3]=1.Br[C:19]1[CH:26]=[CH:25][C:22]([C:23]#[N:24])=[CH:21][CH:20]=1>>[CH3:1][C:2]1[CH:11]=[C:10]([N:12]2[CH2:16][CH2:15][CH2:14][CH2:13]2)[C:9]2[C:4](=[CH:5][C:6]([O:17][C:19]3[CH:26]=[CH:25][C:22]([C:23]#[N:24])=[CH:21][CH:20]=3)=[CH:7][CH:8]=2)[N:3]=1. Procedure: In analogy to example 6 there was prepared: on reaction of 2-methyl-4-pyrrolidin-1-yl-quinolin-7-ol with 4-bromobenzonitrile, whereby the product was isolated as free base, 4-(2-methyl-4-pyrrolidin-1-yl-quinolin-7-yloxy)-benzonitrile as a white solid. ISP mass spectrum, m/e 330.5 (M+1 calculated for C21H19N3O: 330).